Dataset: the Open Reaction Database (ORD), a public repository of structured organic reaction records. Task: describe an organic reaction: reactants, conditions, products, and yield Reactants: ClC1=C(C(=CC=C1)Cl)C1=CC2=C(N=C(N=C2)S(=O)(=O)C)N(C1=O)CC (6-(2,6-Dichlorophenyl)-8-ethyl-2-methanesulfonyl-8H-pyrido[2,3-d]pyrimidin-7-one), NC1=CC=CC=C1 (aniline). Run at temperature 195 celsius. Yields the product ClC1=C(C(=CC=C1)Cl)C1=CC2=C(N=C(N=C2)NC2=CC=CC=C2)N(C1=O)CC (6-(2,6-Dichlorophenyl)-8-ethyl-2-phenylamino-8H-pyrido[2,3-d]pyrimidin-7-one). Reaction SMILES: [Cl:1][C:2]1[CH:7]=[CH:6][CH:5]=[C:4]([Cl:8])[C:3]=1[C:9]1[C:22](=[O:23])[N:21]([CH2:24][CH3:25])[C:12]2[N:13]=[C:14](S(C)(=O)=O)[N:15]=[CH:16][C:11]=2[CH:10]=1.[NH2:26][C:27]1[CH:32]=[CH:31][CH:30]=[CH:29][CH:28]=1>>[Cl:1][C:2]1[CH:7]=[CH:6][CH:5]=[C:4]([Cl:8])[C:3]=1[C:9]1[C:22](=[O:23])[N:21]([CH2:24][CH3:25])[C:12]2[N:13]=[C:14]([NH:26][C:27]3[CH:32]=[CH:31][CH:30]=[CH:29][CH:28]=3)[N:15]=[CH:16][C:11]=2[CH:10]=1. Reported procedure: A mixture of 0.134 g (0.33 mmol) of 6-(2,6-dichlorophenyl)-8-ethyl-2-methanesulfonyl-8H-pyrido[2,3-d]pyrimidin-7-one of Example 68 and 0.500 g (5.40 mmol) of aniline was heated with stirring in a 195° C. oil bath to reflux. The resulting solution was maintained at reflux for 5 minutes. Most of the excess aniline was evaporated at reduced pressure. The residual gum was dissolved in 15 mL of ethyl acetate. After filtration of a relatively small amount of insoluble material, the solution was filter...